This data is from the Open Reaction Database (ORD), a public repository of structured organic reaction records. The task is: describe an organic reaction: reactants, conditions, products, and yield Product: FC1=C(OC2=CC=NC3=CC(=C(C=C23)OC)OCC2(CC2)C(=O)OC)C=CC(=C1)[N+](=O)[O-] (methyl 1-((4-(2-fluoro-4-nitrophenoxy)-6-methoxyquinolin-7-yloxy)methyl)cyclopropanecarboxylate). The solvent is N1=CC=CC=C1 (pyridine). As a reaction SMILES: Cl[C:2]1[C:11]2[C:6](=[CH:7][C:8]([O:14][CH2:15][C:16]3([C:19]([O:21][CH3:22])=[O:20])[CH2:18][CH2:17]3)=[C:9]([O:12][CH3:13])[CH:10]=2)[N:5]=[CH:4][CH:3]=1.[F:23][C:24]1[CH:29]=[C:28]([N+:30]([O-:32])=[O:31])[CH:27]=[CH:26][C:25]=1[OH:33]>N1C=CC=CC=1>[F:23][C:24]1[CH:29]=[C:28]([N+:30]([O-:32])=[O:31])[CH:27]=[CH:26][C:25]=1[O:33][C:2]1[C:11]2[C:6](=[CH:7][C:8]([O:14][CH2:15][C:16]3([C:19]([O:21][CH3:22])=[O:20])[CH2:18][CH2:17]3)=[C:9]([O:12][CH3:13])[CH:10]=2)[N:5]=[CH:4][CH:3]=1. The reactants are ClC1=CC=NC2=CC(=C(C=C12)OC)OCC1(CC1)C(=O)OC (Methyl 1-((4-chloro-6-methoxyquinolin-7-yloxy)methyl)cyclopropane-carboxylate), FC1=C(C=CC(=C1)[N+](=O)[O-])O (2-fluoro-4-nitrophenol). Procedure: A mixture of Methyl 1-((4-chloro-6-methoxyquinolin-7-yloxy)methyl)cyclopropane-carboxylate (29.2 g, US12036244) and 2-fluoro-4-nitrophenol (20.5 mg) in pyridine (50 ml) was heated at 110° C. for 4 hours and cooled. The reaction was evaporated and water (300 ml) was added and further sonicated for 20 minutes. The solid was filtered and washed with water followed by acetone to give the product as methyl 1-((4-(2-fluoro-4-nitrophenoxy)-6-methoxyquinolin-7-yloxy)methyl)cyclopropanecarboxylate (32 g)... Reaction conditions: temperature 110 celsius. Isolated yield 55432.1%. The reactants are C(=S)(Cl)Cl (thiophosgene), C(=S)(Cl)Cl (thiophosgene), O (water), C(OC)COC (dimethoxyethane), ClC1=CC=CC(=N1)OC1=CC=C(C=C1)N (4-((6-Chloro-2-pyridinyl)oxy)benzenamine), C(=S)(Cl)Cl (Thiophosgene), CCCCCC (hexane), amine, C(OC)COC (dimethoxyethane), amine. Yields the product ClC1=CC=CC(=N1)OC1=CC=C(C=C1)N=C=S (4-((6-chloro-2-pyridinyl)oxy)phenyl isothiocyanate). RXN SMILES: O.C(COC)OC.[Cl:8][C:9]1[N:14]=[C:13]([O:15][C:16]2[CH:21]=[CH:20][C:19]([NH2:22])=[CH:18][CH:17]=2)[CH:12]=[CH:11][CH:10]=1.CCCCCC.[C:29](Cl)(Cl)=[S:30]>>[Cl:8][C:9]1[N:14]=[C:13]([O:15][C:16]2[CH:21]=[CH:20][C:19]([N:22]=[C:29]=[S:30])=[CH:18][CH:17]=2)[CH:12]=[CH:11][CH:10]=1. Procedure: Thiophosgene (10.5 grams; 0.091 mole) was added to an agitated solution of water (170 ml.) and dimethoxyethane (25 ml.) 4-((6-Chloro-2-pyridinyl)oxy)benzenamine (20 grams; 0.0906 mole) was added in small portions (the dimethoxyethane aids in suspending the amine in the aqueous thiophosgene solution) to the stirred thiophosgene solution over a 20 minute period. The reactive temperature during the addition was 25°-30° C. Following the addition of the amine reactant, the reaction mixture was filter... Starting materials: FC(CNC=1C=NC=CC1C1=C(C=CC=C1)OC(F)(F)F)(F)F ((2,2,2-trifluoro-ethyl)-[4-(2-trifluoromethoxy-phenyl)-pyridin-3-yl]-amine), FC1=C(C(=CC=C1)OC)C1=C(C=NC=C1)N(C(C1=CC(=CC(=C1)C(F)(F)F)S(=O)(=O)C)=O)CC(F)(F)F (N-[4-(2-Fluoro-6-methoxy-phenyl)-pyridin-3-yl]-3-methanesulfonyl-N-(2,2,2-trifluoro-ethyl)-5-trifluoromethyl-benzamide), FC1=C(C(=CC=C1)OC)C1=C(C=NC=C1)N(C(C1=CC(=CC(=C1)C(F)(F)F)S(=O)(=O)C)=O)CC(F)(F)F (N-[4-(2-Fluoro-6-methoxy-phenyl)-pyridin-3-yl]-3-methanesulfonyl-N-(2,2,2-trifluoro-ethyl)-5-trifluoromethyl-benzamide). The product is CS(=O)(=O)C=1C=C(C(=O)N(C=2C=NC=CC2C2=C(C=CC=C2)OC(F)(F)F)CC(F)(F)F)C=C(C1)C(F)(F)F (3-Methanesulfonyl-N-(2,2,2-trifluoro-ethyl)-N-[4-(2-trifluoromethoxy-phenyl)-pyridin-3-yl]-5-trifluoromethyl-benzamide). Yield: 20.0%. Reaction SMILES: [F:1][C:2]([F:23])([F:22])[CH2:3][NH:4][C:5]1[CH:6]=[N:7][CH:8]=[CH:9][C:10]=1[C:11]1[CH:16]=[CH:15][CH:14]=[CH:13][C:12]=1[O:17][C:18]([F:21])([F:20])[F:19].FC1C=CC=C(OC)C=1C1C=CN=CC=1N(CC(F)(F)F)[C:40](=[O:55])[C:41]1[CH:46]=[C:45]([C:47]([F:50])([F:49])[F:48])[CH:44]=[C:43]([S:51]([CH3:54])(=[O:53])=[O:52])[CH:42]=1>>[CH3:54][S:51]([C:43]1[CH:42]=[C:41]([CH:46]=[C:45]([C:47]([F:48])([F:49])[F:50])[CH:44]=1)[C:40]([N:4]([CH2:3][C:2]([F:1])([F:22])[F:23])[C:5]1[CH:6]=[N:7][CH:8]=[CH:9][C:10]=1[C:11]1[CH:16]=[CH:15][CH:14]=[CH:13][C:12]=1[O:17][C:18]([F:19])([F:20])[F:21])=[O:55])(=[O:53])=[O:52]. Reported procedure: The title compound was prepared in analogy to example 72, intermediate, from (2,2,2-trifluoro-ethyl)-[4-(2-trifluoromethoxy-phenyl)-pyridin-3-yl]-amine (37) and 3-methanesulfonyl-5-trifluoromethyl-benzoyl chloride (example 223, intermediate d) after a reaction time of 12 hours at 25° C. The crude product was purified by preparative HPLC (ammonium acetate/acetonitrile) to give the desired compound as an off-white solid (12 mg, 20%). MS (ESI): m/z=587.2 [M+H]+.